This data is from the Open Reaction Database (ORD), a public repository of structured organic reaction records. The task is: describe an organic reaction: reactants, conditions, products, and yield The reactants are BrC=1C=C(CN(CC(=O)C2=CC3=CC=CC=C3C=C2)C)C=CC1 (2-((3-bromobenzyl)(methyl)amino)-1-(naphthalen-2-yl)ethanone), [BH4-].[Na+] (sodium borohydride). Solvent: CO (methanol). Conditions: time 8 hour. The product is BrC=1C=C(CN(CC(O)C2=CC3=CC=CC=C3C=C2)C)C=CC1 (2-((3-bromobenzyl)(methyl)amino)-1-(naphthalen-2-yl)ethanol). Yield: 104.6%. RXN SMILES: [Br:1][C:2]1[CH:3]=[C:4]([CH:21]=[CH:22][CH:23]=1)[CH2:5][N:6]([CH3:20])[CH2:7][C:8]([C:10]1[CH:19]=[CH:18][C:17]2[C:12](=[CH:13][CH:14]=[CH:15][CH:16]=2)[CH:11]=1)=[O:9].[BH4-].[Na+]>CO>[Br:1][C:2]1[CH:3]=[C:4]([CH:21]=[CH:22][CH:23]=1)[CH2:5][N:6]([CH3:20])[CH2:7][CH:8]([C:10]1[CH:19]=[CH:18][C:17]2[C:12](=[CH:13][CH:14]=[CH:15][CH:16]=2)[CH:11]=1)[OH:9] |f:1.2|. Procedure: To a solution of Compound 15 (˜110 mmol) in methanol (600 mL), sodium borohydride (5.4 g, 142.8 mmol) was added in portions at 0° C. The reaction mixture was first stirred overnight while warming up to room temperature. The reaction mixture was concentrated under reduced pressure. The residue was diluted with water (200 mL) and the solution was extracted with methylene chloride (3×300 mL). The combined organic extracts were dried over sodium sulfate, filtered and concentrated to dryness under re... Starting materials: C(C)OCC (diethyl ether), C(C)(C)(C)OC(=O)NCCCC1=C(NC2=CC=C(C=C12)C1=C(C=CC=C1)F)C(=O)O (3-[3-(t-butoxycarbonylamino)-propyl]-5-(2-fluoro-phenyl)-1H-indole-2-carboxylic acid), Cl (HCl). Solvent: C(Cl)Cl (methylene chloride), O1CCOCC1 (dioxane). Run at time 1 hour. The product is Cl.NCCCC1=C(NC2=CC=C(C=C12)C1=C(C=CC=C1)F)C(=O)O (3-(3-amino-propyl)-5-(2-fluoro-phenyl)-1H-indole-2-carboxylic acid hydrochloride). As a reaction SMILES: C(OC([NH:8][CH2:9][CH2:10][CH2:11][C:12]1[C:20]2[C:15](=[CH:16][CH:17]=[C:18]([C:21]3[CH:26]=[CH:25][CH:24]=[CH:23][C:22]=3[F:27])[CH:19]=2)[NH:14][C:13]=1[C:28]([OH:30])=[O:29])=O)(C)(C)C.[ClH:31].C(OCC)C>C(Cl)Cl.O1CCOCC1>[ClH:31].[NH2:8][CH2:9][CH2:10][CH2:11][C:12]1[C:20]2[C:15](=[CH:16][CH:17]=[C:18]([C:21]3[CH:26]=[CH:25][CH:24]=[CH:23][C:22]=3[F:27])[CH:19]=2)[NH:14][C:13]=1[C:28]([OH:30])=[O:29] |f:5.6|. Procedure: To the above carboxylic acid (13 mg, 0.031 mmol, 1.0 equiv) in methylene chloride (2 mL) at 0° C. was added 0.2 mL of 4 N HCl in dioxane. The reaction was stirred at ambient temperature for 1 h. Then 10 mL of diethyl ether was added to the reaction and the reaction concentrated. To this residue was added 5 mL diethyl ether and the solid was filtered off and washed with diethyl ether several times and air dried for 15 min to provide the title compound (8 mg); MS, electrospray, 313 (M+H). The reactants are Brc1csc(Br)n1, CC(C)(C)OC(=O)Cn1c(=O)[nH]c2ccccc21. Product: CC(C)(C)OC(=O)Cn1c(=O)n(-c2nc(Br)cs2)c2ccccc21. As a reaction SMILES: [Br:19][c:20]1[s:21][cH:22][c:23]([Br:25])[n:24]1.[O:1]=[c:2]1[nH:3][c:4]2[c:5]([n:6]1[CH2:7][C:8](=[O:9])[O:10][C:11]([CH3:12])([CH3:13])[CH3:14])[cH:15][cH:16][cH:17][cH:18]2>>[O:1]=[c:2]1[n:3](-[c:20]2[s:21][cH:22][c:23]([Br:25])[n:24]2)[c:4]2[c:5]([n:6]1[CH2:7][C:8](=[O:9])[O:10][C:11]([CH3:12])([CH3:13])[CH3:14])[cH:15][cH:16][cH:17][cH:18]2. The reactants are BrC1=C(C=C2C(C(N(C2=C1)C)=O)(C)C)F (6-bromo-5-fluoro-1,3,3-trimethylindolin-2-one), C1(=CC=CC=C1)P(C1=C(C2=CC=CC=C2C=C1)C1=C(C=CC2=CC=CC=C12)P(C1=CC=CC=C1)C1=CC=CC=C1)C1=CC=CC=C1 (2,2′-bis(diphenylphosphino)-1,1′-binaphthyl), C(C1=CC=CC=C1)N (benzylamine), solution, C[Si](C)(C)[N-][Si](C)(C)C.[Li+] (lithium bis(trimethylsilyl)amide). Reagents/catalysts: C=1C=CC(=CC1)/C=C/C(=O)/C=C/C2=CC=CC=C2.C=1C=CC(=CC1)/C=C/C(=O)/C=C/C2=CC=CC=C2.C=1C=CC(=CC1)/C=C/C(=O)/C=C/C2=CC=CC=C2.[Pd].[Pd] (tris(dibenzylideneacetone)dipalladium(0)). The solvent is O1CCCC1 (tetrahydrofuran), C(C)(=O)OCC (ethyl acetate), O (water), C(=O)([O-])[O-].[Na+].[Na+] (Na2CO3). Reaction conditions: temperature 80 celsius. Product: C(C1=CC=CC=C1)NC1=C(C=C2C(C(N(C2=C1)C)=O)(C)C)F (6-(Benzylamino)-5-fluoro-1,3,3-trimethylindolin-2-one), powder. RXN SMILES: Br[C:2]1[CH:10]=[C:9]2[C:5]([C:6]([CH3:14])([CH3:13])[C:7](=[O:12])[N:8]2[CH3:11])=[CH:4][C:3]=1[F:15].C1(P(C2C=CC=CC=2)C2C=CC3C(=CC=CC=3)C=2C2C3C(=CC=CC=3)C=CC=2P(C2C=CC=CC=2)C2C=CC=CC=2)C=CC=CC=1.[CH2:62]([NH2:69])[C:63]1[CH:68]=[CH:67][CH:66]=[CH:65][CH:64]=1.C[Si]([N-][Si](C)(C)C)(C)C.[Li+]>O1CCCC1.C(OCC)(=O)C.O.C([O-])([O-])=O.[Na+].[Na+].C1C=CC(/C=C/C(/C=C/C2C=CC=CC=2)=O)=CC=1.C1C=CC(/C=C/C(/C=C/C2C=CC=CC=2)=O)=CC=1.C1C=CC(/C=C/C(/C=C/C2C=CC=CC=2)=O)=CC=1.[Pd].[Pd]>[CH2:62]([NH:69][C:2]1[CH:10]=[C:9]2[C:5]([C:6]([CH3:14])([CH3:13])[C:7](=[O:12])[N:8]2[CH3:11])=[CH:4][C:3]=1[F:15])[C:63]1[CH:68]=[CH:67][CH:66]=[CH:65][CH:64]=1 |f:3.4,8.9.10,11.12.13.14.15|. Procedure: To a solution of 6-bromo-5-fluoro-1,3,3-trimethylindolin-2-one (2.8 g, 10.3 mmol) in tetrahydrofuran (280 ml) under an argon atmosphere were added 2,2′-bis(diphenylphosphino)-1,1′-binaphthyl (320 mg, 514 μmol), tris(dibenzylideneacetone)dipalladium(0) (471 mg, 514 μmol), benzylamine (2.21 g, 2.25 ml, 20.6 mmol) and a 1 M solution of lithium bis(trimethylsilyl)amide (25.7 ml, 25.7 mmol). The reaction mixture was heated to 80° C. in the microwave for 45 minutes and then diluted with ethyl acetate,...